This data is from the Open Reaction Database (ORD), a public repository of structured organic reaction records. The task is: describe an organic reaction: reactants, conditions, products, and yield Starting materials: CC1OCCN(C1)C=1C=CC(=C(N)C1)[N+](=O)[O-] (5-(2-Methylmorpholino)-2-nitroaniline), [H][H] (hydrogen). The reagents and catalysts are [Pd] (Pd/C). Solvent: C(C)O (ethanol). The product is CC1OCCN(C1)C=1C=C(C(=CC1)N)N (4-(2-methylmorpholino)benzene-1,2-diamine). Isolated yield 85.8%. RXN SMILES: [CH3:1][CH:2]1[CH2:7][N:6]([C:8]2[CH:9]=[CH:10][C:11]([N+:15]([O-])=O)=[C:12]([CH:14]=2)[NH2:13])[CH2:5][CH2:4][O:3]1.[H][H]>C(O)C.[Pd]>[CH3:1][CH:2]1[CH2:7][N:6]([C:8]2[CH:14]=[C:12]([NH2:13])[C:11]([NH2:15])=[CH:10][CH:9]=2)[CH2:5][CH2:4][O:3]1. Procedure details: 5-(2-Methylmorpholino)-2-nitroaniline (200 mg, 0.843 mmol) was added to the 10% Pd/C (25 mg) in ethanol (25 mL) and then hydrogen gas (60 psi) was applied for overnight at room temperature. The reaction mixture was filtered through Celite, and the solvent was removed in vacuo. Purification by flash chromatography (5% CH3OH/CH2Cl2) afforded the title compound (150 mg). 1H NMR: (400 MHz, DMSO-d6): δ 6.38 (d, 1H, J=8.0 Hz), 6.18 (d, 1H, J=2.4 Hz), 5.99 (dd, 1H, J=2.8 and 8.0 Hz), 4.34 (bs, 2H), 3.9... Starting materials: CC1(C(N(C(N1Br)=O)Br)=O)C (5,5-Dimethyl-1,3-dibromohydantoin), N(=NC(C#N)(C)C)C(C#N)(C)C (azobisisobutyronitrile), BrC1=CC(=CC(=C1)C)OC (1-bromo-3-methoxy-5-methylbenzene), S(=S)(=O)([O-])[O-].[Na+].[Na+] (sodium thiosulfate). The solvent is ClC1=CC=CC=C1 (monochlorobenzene). Run at temperature 80 celsius, time 30 minute. Product: BrC1=CC(=CC(=C1)OC)CBr (1-bromo-3-(bromomethyl)-5-methoxybenzene). As a reaction SMILES: CC1(C)N([Br:7])C(=O)N(Br)C1=O.N(C(C)(C)C#N)=NC(C)(C)C#N.[Br:24][C:25]1[CH:30]=[C:29]([CH3:31])[CH:28]=[C:27]([O:32][CH3:33])[CH:26]=1.S([O-])([O-])(=O)=S.[Na+].[Na+]>ClC1C=CC=CC=1>[Br:24][C:25]1[CH:26]=[C:27]([O:32][CH3:33])[CH:28]=[C:29]([CH2:31][Br:7])[CH:30]=1 |f:3.4.5|. Reported procedure: 5,5-Dimethyl-1,3-dibromohydantoin (13.1 g, 46 mmol) and azobisisobutyronitrile (1.50 g, 9.1 mmol) were simultaneously added at 80° C. to a solution of 1-bromo-3-methoxy-5-methylbenzene (17.0 g, 91 mmol) synthesized by a method of the document (J. Med. Chem. 2001, 44, 1866) in monochlorobenzene (500 mL), and the reaction mixture was stirred at 80° C. for 30 minutes. The reaction solution was cooled to room temperature and then poured into a 10% aqueous sodium thiosulfate solution (100 mL), and th... The reactants are C(C)OC(C(=CC1=CC=C(C=C1OC)OC)C)=O (3-(4,6-Dimethoxyphenyl)-2-methyl-2-propenic acid ethyl ester), C(C)(=O)O (acetic acid). Solvent: N1=CC=CC=C1 (pyridine). The product is C(C)OC(C(=CC1=C(C=C(C=C1OC)OC)OC(C)=O)C)=O (3-(2-acetoxy-4, 6-dimethoxyphenyl)-2-methyl-2-propenic acid ethyl ester). Reaction SMILES: [CH2:1]([O:3][C:4](=[O:18])[C:5]([CH3:17])=[CH:6][C:7]1[C:12]([O:13][CH3:14])=[CH:11][C:10]([O:15][CH3:16])=[CH:9][CH:8]=1)[CH3:2].[C:19]([OH:22])(=[O:21])[CH3:20]>N1C=CC=CC=1>[CH2:1]([O:3][C:4](=[O:18])[C:5]([CH3:17])=[CH:6][C:7]1[C:12]([O:13][CH3:14])=[CH:11][C:10]([O:15][CH3:16])=[CH:9][C:8]=1[O:22][C:19](=[O:21])[CH3:20])[CH3:2]. Reported procedure: 3-(4,6-Dimethoxyphenyl)-2-methyl-2-propenic acid ethyl ester (1 g, 3.76 mmol) was dissolved in 5 ml of pyridine. To this was added 0.8 ml of anhydrous acetic acid and it was allowed to react at room temperature for 24 h. After the solvent was removed in vacuo, purification was carried out by silica gel column chromatography (toluene/ethyl acetate 93:7 as a developing solvent) to give 1.2 g of the desired product in a quantitative yield. The reactants are OC1CCN(CC1)CC(CC#N)N1N=CC(=C1)C=1C2=C(N=CN1)N(C=C2)COCC[Si](C)(C)C (4-(4-hydroxypiperidin-1-yl)-3-[4-(7-{[2-(trimethylsilyl)ethoxy]methyl}-7H-pyrrolo[2,3-d]pyrimidin-4-yl)-1H-pyrazol-1-yl]butanenitrile), C1(=CC=CC=C1)P(C1=CC=CC=C1)C1=CC=CC=C1 (triphenylphosphine), N(=NC(=O)OC(C)(C)C)C(=O)OC(C)(C)C (di-tert-butyl azodicarboxylate), C1(=CC=CC=C1)P(C1=CC=CC=C1)C1=CC=CC=C1 (triphenylphosphine), N(=NC(=O)OC(C)(C)C)C(=O)OC(C)(C)C (di-tert-butyl azodicarboxylate), FC(C(=O)O)(F)F (trifluoroacetic acid), CN(C)CC=1C=C(C=C(C1)F)O (3-[(dimethylamino)methyl]-5-fluorophenol), C(CN)N (ethylenediamine). Solvent: C(Cl)Cl (methylene chloride), C(Cl)Cl (DCM), C(Cl)Cl (methylene chloride), C(Cl)Cl (methylene chloride), CO (methanol). Run at time 20 minute. Yields the product CN(C)CC=1C=C(OC2CCN(CC2)CC(CC#N)N2N=CC(=C2)C=2C3=C(N=CN2)NC=C3)C=C(C1)F (4-(4-{3-[(Dimethylamino)methyl]-5-fluorophenoxy}piperidin-1-yl)-3-[4-(7H-pyrrolo[2,3-d]pyrimidin-4-yl)-1H-pyrazol-1-yl]butanenitrile). Reaction SMILES: [CH3:1][N:2]([CH2:4][C:5]1[CH:6]=[C:7]([OH:12])[CH:8]=[C:9]([F:11])[CH:10]=1)[CH3:3].C1(P(C2C=CC=CC=2)C2C=CC=CC=2)C=CC=CC=1.N(C(OC(C)(C)C)=O)=NC(OC(C)(C)C)=O.O[CH:49]1[CH2:54][CH2:53][N:52]([CH2:55][CH:56]([N:60]2[CH:64]=[C:63]([C:65]3[C:66]4[CH:73]=[CH:72][N:71](COCC[Si](C)(C)C)[C:67]=4[N:68]=[CH:69][N:70]=3)[CH:62]=[N:61]2)[CH2:57][C:58]#[N:59])[CH2:51][CH2:50]1.FC(F)(F)C(O)=O.C(N)CN>C(Cl)Cl.CO>[CH3:3][N:2]([CH2:4][C:5]1[CH:6]=[C:7]([CH:8]=[C:9]([F:11])[CH:10]=1)[O:12][CH:49]1[CH2:50][CH2:51][N:52]([CH2:55][CH:56]([N:60]2[CH:64]=[C:63]([C:65]3[C:66]4[CH:73]=[CH:72][NH:71][C:67]=4[N:68]=[CH:69][N:70]=3)[CH:62]=[N:61]2)[CH2:57][C:58]#[N:59])[CH2:53][CH2:54]1)[CH3:1]. Procedure details: To a mixture of 3-[(dimethylamino)methyl]-5-fluorophenol (158 mg, 0.934 mmol) in methylene chloride (9 mL) was added Resin of triphenylphosphine (578 mg, 1.37 mmol) and di-tert-butyl azodicarboxylate (229 mg, 0.996 mmol). The mixture was stirred for 20 minutes before adding a solution of 4-(4-hydroxypiperidin-1-yl)-3-[4-(7-{[2-(trimethylsilyl)ethoxy]methyl}-7H-pyrrolo[2,3-d]pyrimidin-4-yl)-1H-pyrazol-1-yl]butanenitrile (300 mg, 0.6 mmol) in methylene chloride (2 mL). The reaction was stirred at ... Starting materials: BrCc1ccccc1, N#CC1CC2(c3ccccc3)C(OC(CO)c3cc(C(F)(F)F)cc(C(F)(F)F)c3)CCC1N2Cc1ccccc1, C1CCOC1, [H-], [Na+], C1COCCOCCOCCOCCOCCO1, O. The product is N#CC1CC2(c3ccccc3)C(OC(COCc3ccccc3)c3cc(C(F)(F)F)cc(C(F)(F)F)c3)CCC1N2Cc1ccccc1. Reaction SMILES: [Br:42][CH2:43][c:44]1[cH:45][cH:46][cH:47][cH:48][cH:49]1.[CH2:1]([c:2]1[cH:3][cH:4][cH:5][cH:6][cH:7]1)[N:8]1[C:9]2([c:36]3[cH:37][cH:38][cH:39][cH:40][cH:41]3)[CH:10]([O:18][CH:19]([CH2:20][OH:21])[c:22]3[cH:23][c:24]([C:32]([F:33])([F:34])[F:35])[cH:25][c:26]([C:28]([F:29])([F:30])[F:31])[cH:27]3)[CH2:11][CH2:12][CH:13]1[CH:14]([C:16]#[N:17])[CH2:15]2.[CH2:70]1[O:71][CH2:72][CH2:73][CH2:74]1.[H-:68].[Na+:69].[O:50]1[CH2:51][CH2:52][O:53][CH2:54][CH2:55][O:56][CH2:57][CH2:58][O:59][CH2:60][CH2:61][O:62][CH2:63][CH2:64][O:65][CH2:66][CH2:67]1.[OH2:75]>>[CH2:1]([c:2]1[cH:3][cH:4][cH:5][cH:6][cH:7]1)[N:8]1[C:9]2([c:36]3[cH:37][cH:38][cH:39][cH:40][cH:41]3)[CH:10]([O:18][CH:19]([CH2:20][O:21][CH2:43][c:44]3[cH:45][cH:46][cH:47][cH:48][cH:49]3)[c:22]3[cH:23][c:24]([C:32]([F:33])([F:34])[F:35])[cH:25][c:26]([C:28]([F:29])([F:30])[F:31])[cH:27]3)[CH2:11][CH2:12][CH:13]1[CH:14]([C:16]#[N:17])[CH2:15]2. The reactants are CC#N, CCOC(C)=O, COC(=O)Cl, CS(=O)(=O)c1ccc(-c2cc(N)sc2-c2ccc(F)cc2)cc1, C1CCOC1, c1ccncc1. The product is COC(=O)Nc1cc(-c2ccc(S(C)(=O)=O)cc2)c(-c2ccc(F)cc2)s1. RXN SMILES: [CH3:35][C:36]#[N:37].[CH3:43][CH2:44][O:45][C:46](=[O:47])[CH3:48].[Cl:1][C:2](=[O:3])[O:4][CH3:5].[F:6][c:7]1[cH:8][cH:9][c:10](-[c:13]2[c:14](-[c:19]3[cH:20][cH:21][c:22]([S:25](=[O:26])(=[O:27])[CH3:28])[cH:23][cH:24]3)[cH:15][c:16]([NH2:18])[s:17]2)[cH:11][cH:12]1.[O:38]1[CH2:39][CH2:40][CH2:41][CH2:42]1.[cH:29]1[cH:30][cH:31][n:32][cH:33][cH:34]1>>[C:2](=[O:3])([O:4][CH3:5])[NH:18][c:16]1[cH:15][c:14](-[c:19]2[cH:20][cH:21][c:22]([S:25](=[O:26])(=[O:27])[CH3:28])[cH:23][cH:24]2)[c:13](-[c:10]2[cH:9][cH:8][c:7]([F:6])[cH:12][cH:11]2)[s:17]1. Starting materials: CO, CN(C(=O)OC(C)(C)C)c1cc(Oc2cccc(-c3ccccc3)c2)ccc1[N+](=O)[O-], Cc1ccccc1. Yields the product CN(C(=O)OC(C)(C)C)c1cc(Oc2cccc(-c3ccccc3)c2)ccc1N. Reaction SMILES: [CH3:32][OH:33].[N+:1]([O-:2])(=[O:3])[c:4]1[c:5]([N:23]([C:24]([O:25][C:26]([CH3:27])([CH3:28])[CH3:29])=[O:30])[CH3:31])[cH:6][c:7]([O:10][c:11]2[cH:12][c:13](-[c:17]3[cH:18][cH:19][cH:20][cH:21][cH:22]3)[cH:14][cH:15][cH:16]2)[cH:8][cH:9]1.[c:34]1([CH3:35])[cH:36][cH:37][cH:38][cH:39][cH:40]1>>[NH2:1][c:4]1[c:5]([N:23]([C:24]([O:25][C:26]([CH3:27])([CH3:28])[CH3:29])=[O:30])[CH3:31])[cH:6][c:7]([O:10][c:11]2[cH:12][c:13](-[c:17]3[cH:18][cH:19][cH:20][cH:21][cH:22]3)[cH:14][cH:15][cH:16]2)[cH:8][cH:9]1.